Dataset: the Open Reaction Database (ORD), a public repository of structured organic reaction records. Task: describe an organic reaction: reactants, conditions, products, and yield Reactants: [Li]C=1SC=CC1 (2-lithiothiophene), solution, C1(=CC=CC=C1)CCN1CCC(CC1)C=O (1-(2-phenylethyl)-4-piperidinecarboxaldehyde). Run in O1CCCC1 (tetrahydrofuran), O1CCCC1 (tetrahydrofuran). Conditions: temperature -78 celsius. The product is C1(=CC=CC=C1)CCN1CCC(CC1)C(O)C=1SC=CC1 (α-[1-(2-Phenylethyl)-4-piperidinyl]-2-thiophenemethanol). As a reaction SMILES: [C:1]1([CH2:7][CH2:8][N:9]2[CH2:14][CH2:13][CH:12]([CH:15]=[O:16])[CH2:11][CH2:10]2)[CH:6]=[CH:5][CH:4]=[CH:3][CH:2]=1.[Li][C:18]1[S:19][CH:20]=[CH:21][CH:22]=1>O1CCCC1>[C:1]1([CH2:7][CH2:8][N:9]2[CH2:14][CH2:13][CH:12]([CH:15]([C:18]3[S:19][CH:20]=[CH:21][CH:22]=3)[OH:16])[CH2:11][CH2:10]2)[CH:2]=[CH:3][CH:4]=[CH:5][CH:6]=1. Procedure details: Dissolve 1-(2-phenylethyl)-4-piperidinecarboxaldehyde (10.0 g, 46.02 mmol) in anhydrous tetrahydrofuran (300 mL), place under an argon atmosphere and cool to -78° C. Add, by dropwise addition, a solution of 2-lithiothiophene (46.02 mL of a 1M solution in tetrahydrofuran, 46.02 mmol) and stir for 3 hours at -78° C. Quench with saturated ammonium chloride, separate the organic phase and extract the aqueous phase with ethyl acetate. Combine the organic phases, dry (MgSO4) and evaporate the solvent ... Product: C(C)NCCNC(=O)N1CC(CC1)S(=O)(=O)C1=CC=CC=C1 (N-[2-(Ethylamino)ethyl]-3-(phenylsulfonyl)-1-pyrrolidinecarboxamide). Procedure: The title compound is prepared by reacting 3-(phenylsulfonyl)piperidine with phosgene and reacting the resulting 3-(phenylsulfonyl)pyrrolidine with N-ethylethylenediamine. As a reaction SMILES: [C:1]1([S:7]([CH:10]2[CH2:15][CH2:14][CH2:13][NH:12][CH2:11]2)(=[O:9])=[O:8])[CH:6]=[CH:5][CH:4]=[CH:3][CH:2]=1.C(Cl)(Cl)=O.C1(S(C2CCNC2)(=O)=[O:27])C=CC=CC=1.[CH2:34]([NH:36][CH2:37][CH2:38][NH2:39])[CH3:35]>>[CH2:34]([NH:36][CH2:37][CH2:38][NH:39][C:13]([N:12]1[CH2:14][CH2:15][CH:10]([S:7]([C:1]2[CH:6]=[CH:5][CH:4]=[CH:3][CH:2]=2)(=[O:9])=[O:8])[CH2:11]1)=[O:27])[CH3:35]. Reactants: C1(=CC=CC=C1)S(=O)(=O)C1CNCCC1 (3-(phenylsulfonyl)piperidine), C(C)NCCN (N-ethylethylenediamine), C(=O)(Cl)Cl (phosgene), C1(=CC=CC=C1)S(=O)(=O)C1CNCC1 (3-(phenylsulfonyl)pyrrolidine). The reactants are C(C(=O)Cl)(=O)Cl (Oxalyl chloride), CC1=C(C=CC=C1)C1=C(C=C(C=C1)C(=O)O)C(F)(F)F (2′-methyl-2-(trifluoromethyl)biphenyl-4-carboxylic acid), ON=C(N)C1=C(C=CC=C1)OC (N′-Hydroxy-2-methoxybenzenecarboximidamide), CCN(C(C)C)C(C)C (DIEA). Yields the product COC1=C(C=CC=C1)C1=NOC(=N1)C1=CC(=C(C=C1)C1=C(C=CC=C1)C)C(F)(F)F (3-(2-methoxyphenyl)-5-[2′-methyl-2-(trifluoromethyl)biphenyl-4-yl]-1,2,4-oxadiazole). As a reaction SMILES: C(Cl)(=O)C(Cl)=O.[CH3:7][C:8]1[CH:13]=[CH:12][CH:11]=[CH:10][C:9]=1[C:14]1[CH:19]=[CH:18][C:17]([C:20]([OH:22])=O)=[CH:16][C:15]=1[C:23]([F:26])([F:25])[F:24].O[N:28]=[C:29]([C:31]1[CH:36]=[CH:35][CH:34]=[CH:33][C:32]=1[O:37][CH3:38])[NH2:30].CCN(C(C)C)C(C)C>>[CH3:38][O:37][C:32]1[CH:33]=[CH:34][CH:35]=[CH:36][C:31]=1[C:29]1[N:28]=[C:20]([C:17]2[CH:18]=[CH:19][C:14]([C:9]3[CH:10]=[CH:11][CH:12]=[CH:13][C:8]=3[CH3:7])=[C:15]([C:23]([F:24])([F:25])[F:26])[CH:16]=2)[O:22][N:30]=1. Procedure details: Oxalyl chloride (109 μL; 1.28 mmol; 3 eq.), Intermediate 34 (120 mg; 0.43 mmol; 1 eq.), Intermediate 1 (71 mg; 0.43 mmol, 1 eq.) and DIEA (95 μL; 1.28 mmol; 3 eq.) were reacted according to general procedure 2. Purification by column chromatography c-hexane/ethyl acetate, 95/5) afforded the title compound as a white solid. The reactants are Cc1ccccc1OB(O)O, CSc1nc(Cl)c2c(n1)NCCCN(Cc1cc(C(F)(F)F)cc(C(F)(F)F)c1)C2=O. Yields the product CSc1nc2c(c(-c3ccccc3C)n1)C(=O)N(Cc1cc(C(F)(F)F)cc(C(F)(F)F)c1)CCCN2. Reaction SMILES: [CH3:32][c:33]1[c:34]([O:39][B:40]([OH:41])[OH:42])[cH:35][cH:36][cH:37][cH:38]1.[F:1][C:2]([c:3]1[cH:4][c:5]([CH2:6][N:7]2[C:8](=[O:22])[c:9]3[c:10]([n:15][c:16]([S:20][CH3:21])[n:17][c:18]3[Cl:19])[NH:11][CH2:12][CH2:13][CH2:14]2)[cH:23][c:24]([C:26]([F:27])([F:28])[F:29])[cH:25]1)([F:30])[F:31]>>[F:1][C:2]([c:3]1[cH:4][c:5]([CH2:6][N:7]2[C:8](=[O:22])[c:9]3[c:10]([n:15][c:16]([S:20][CH3:21])[n:17][c:18]3-[c:34]3[c:33]([CH3:32])[cH:38][cH:37][cH:36][cH:35]3)[NH:11][CH2:12][CH2:13][CH2:14]2)[cH:23][c:24]([C:26]([F:27])([F:28])[F:29])[cH:25]1)([F:30])[F:31].